This data is from the Open Reaction Database (ORD), a public repository of structured organic reaction records. The task is: describe an organic reaction: reactants, conditions, products, and yield The reactants are O=C1CCC(=O)N1Cl, Cc1cnc(Cl)c(F)c1, Clc1ccccc1, CC(C)(C#N)N=NC(C)(C)C#N. The product is Fc1cc(CCl)cnc1Cl. Reaction SMILES: [Cl:10][N:11]1[C:12](=[O:13])[CH2:14][CH2:15][C:16]1=[O:17].[Cl:1][c:2]1[c:3]([F:9])[cH:4][c:5]([CH3:8])[cH:6][n:7]1.[Cl:30][c:31]1[cH:32][cH:33][cH:34][cH:35][cH:36]1.[N:18]([C:19]([CH3:20])([CH3:21])[C:22]#[N:23])=[N:24][C:25]([CH3:26])([CH3:27])[C:28]#[N:29]>>[Cl:1][c:2]1[c:3]([F:9])[cH:4][c:5]([CH2:8][Cl:10])[cH:6][n:7]1. Reactants: [H][H] (hydrogen), C(C(C(F)(F)Cl)(F)F)(F)Cl (HCFC-225cb), Pd alumina. Run in glass. Yields the product C(C(C(F)F)(F)F)F (HFC-245ca), C(C(C(F)(F)Cl)(F)F)(F)Cl (HCFC-225cb). As a reaction SMILES: [CH:1]([Cl:10])([F:9])[C:2]([F:8])([F:7])[C:3]([Cl:6])([F:5])[F:4].[H][H]>>[CH2:1]([F:9])[C:2]([F:8])([F:7])[CH:3]([F:5])[F:4].[CH:1]([Cl:10])([F:9])[C:2]([F:8])([F:7])[C:3]([Cl:6])([F:5])[F:4]. Procedure: HCFC-225cb was reduced using the reactor and procedures of Example 2 except that the catalyst was prepared from 0.5% Pd/alumina mixed with 50 cc glass helices. The organics flow rate was 4 cc/hr. with a hydrogen flow rate of 90±10 cc/min. The temperature was maintained at 190°±3° C. for 144 hours. HFC-245ca in an 87-92% selectivity and greater than 98% conversion of HCFC-225cb resulted. As the data from Example 4, shown on Table I below indicate, the Pd/alumina catalyst is stable for 144 hours t... Reactants: CN(C)C=O (DMF), FC1=NC=CC(=C1)COS(=O)(=O)C (methanesulfonic acid (2-fluoropyridin-4-yl)methyl ester), [C-]#N.[Na+] (sodium cyanide). Solvent: C(C)(=O)OCC (ethyl acetate). Run at temperature 80 celsius, time 1 hour. Yields the product FC1=NC=CC(=C1)CC#N ((2-Fluoropyridin-4-yl)acetonitrile). The yield is 36.0%. As a reaction SMILES: [CH3:1][N:2](C=O)C.[F:6][C:7]1[CH:12]=[C:11]([CH2:13]OS(C)(=O)=O)[CH:10]=[CH:9][N:8]=1.[C-]#N.[Na+]>C(OCC)(=O)C>[F:6][C:7]1[CH:12]=[C:11]([CH2:13][C:1]#[N:2])[CH:10]=[CH:9][N:8]=1 |f:2.3|. Procedure: To the DMF (28 ml) solution of methanesulfonic acid (2-fluoropyridin-4-yl)methyl ester (1.16 g), sodium cyanide (0.42 g) was added and the mixture was stirred at 80° C. for 1 hr. The mixture was diluted with ethyl acetate (100 ml), and washed with 15% brine and distilled water in order. The organic layer was concentrated and purified by silica gel column (n-hexane/ethyl acetate=5/1) to obtain the title compound (278 mg, 36%). Reaction SMILES: [OH:1][S:2]([OH:5])(=[O:4])=[O:3].[CH:6]1([CH2:9][CH2:10][CH2:11][CH2:12][OH:13])[CH2:8][CH2:7]1.[CH3:14][C:15]([CH3:17])=[O:16].OS(O)(=O)=O.[O:23]=[Cr:24](=[O:26])=[O:25].[CH3:27][CH2:28][CH2:29][CH2:30][CH2:31][CH3:32]>O.CC(C)=O.CC(O)=O.CCOC(C)=O>[CH3:14][C:15]([CH3:17])=[O:16].[OH:4][S:2]([OH:5])(=[O:3])=[O:1].[O:23]=[Cr:24](=[O:26])=[O:25].[CH:29]1([CH2:30][CH2:31][CH2:32][C:15]([O:13][CH2:12][CH2:11][CH2:10][CH2:9][CH:6]2[CH2:8][CH2:7]2)=[O:16])[CH2:27][CH2:28]1 |f:2.3.4,10.11.12|. Run at temperature 23 celsius. Starting materials: 1-L, C1(CC1)CCCCO (4-cyclopropylbutan-1-ol), OS(=O)(=O)O (H2SO4), CrO3, CCCCCC (hexane), CC(=O)C.OS(=O)(=O)O.O=[Cr](=O)=O (Jones reagent), CC(=O)C.OS(=O)(=O)O.O=[Cr](=O)=O (Jones reagent), CC(=O)C.OS(=O)(=O)O.O=[Cr](=O)=O (Jones reagent). The solvent is CC(=O)O (HOAc), O (H2O), CCOC(=O)C (EtOAc), CC(=O)C (acetone). The product is CC(=O)C.OS(=O)(=O)O.O=[Cr](=O)=O (Jones reagent), C1(CC1)CCCC(=O)OCCCCC1CC1 (4-cyclopropylbutyl 4-cyclopropylbutanoate). Reported procedure: Jones reagent is prepared by carefully adding H2SO4 (321 mL) to a cold solution of CrO3 (366 g) in H2O (600 mL) over a period of 0.5 h. In a 5-L 3-neck flask, equipped with mechanical stirrer, internal thermometer, and 1-L addition funnel is placed a solution of 4-cyclopropylbutan-1-ol (127.0 g) in acetone (300 mL). Stirring is commenced, and the solution is cooled below -10° C. with an ice/MeOH bath. The Jones reagent is added at a rate such that the temperature of the reaction mixture never ex... Starting materials: CN(C)CCCCOCc1cc(Br)ccc1F, CC(Cl)Cl. The product is CNCCCCOCc1cc(Br)ccc1F. Reaction SMILES: [CH3:1][N:2]([CH3:3])[CH2:4][CH2:5][CH2:6][CH2:7][O:8][CH2:9][c:10]1[c:11]([F:17])[cH:12][cH:13][c:14]([Br:16])[cH:15]1.[Cl:18][CH:19]([Cl:20])[CH3:21]>>[CH3:1][NH:2][CH2:4][CH2:5][CH2:6][CH2:7][O:8][CH2:9][c:10]1[c:11]([F:17])[cH:12][cH:13][c:14]([Br:16])[cH:15]1. The reactants are C(C1=CC=CC=C1)OC1=C(C(=C(C=C1)C1=NC=C(C=N1)C=1C=NC(=CC1)OCCCCCCCC)F)F (2-(4-benzyloxy-2,3-difluorophenyl)-5-(6-octyloxypyridin-3-yl)pyrimidine). Solvent: C1CCOC1 (THF). The product is FC1=C(C=CC(=C1F)O)C1=NC=C(C=N1)C=1C=NC(=CC1)OCCCCCCCC (2-(2,3-difluoro-4-hydroxyphenyl)-5-(6-octyloxypyridin-3-yl)pyrimidine). Isolated yield 94.4%. As a reaction SMILES: C([O:8][C:9]1[CH:14]=[CH:13][C:12]([C:15]2[N:20]=[CH:19][C:18]([C:21]3[CH:22]=[N:23][C:24]([O:27][CH2:28][CH2:29][CH2:30][CH2:31][CH2:32][CH2:33][CH2:34][CH3:35])=[CH:25][CH:26]=3)=[CH:17][N:16]=2)=[C:11]([F:36])[C:10]=1[F:37])C1C=CC=CC=1>C1COCC1>[F:36][C:11]1[C:10]([F:37])=[C:9]([OH:8])[CH:14]=[CH:13][C:12]=1[C:15]1[N:20]=[CH:19][C:18]([C:21]2[CH:22]=[N:23][C:24]([O:27][CH2:28][CH2:29][CH2:30][CH2:31][CH2:32][CH2:33][CH2:34][CH3:35])=[CH:25][CH:26]=2)=[CH:17][N:16]=1. Procedure: The hydrogenation of 21 mmol of 2-(4-benzyloxy-2,3-difluorophenyl)-5-(6-octyloxypyridin-3-yl)pyrimidine in 200 ml of THF is carried out analogously to the procedure indicated for precursor 14, giving 8.2 g (93%) of a colorless solid, m.p. 130-132° C. Reactants: N,N-dicyclohexylcarbodiimide, ON1N=NC2=C1C=CC=C2 (1-hydroxybenzotriazole), ClC=1C=C(C(=O)O)C=CC1C(=O)OC (3-chloro-4-(methoxycarbonyl)benzoic acid), C1(=CC=CC2=CC=CC=C12)[C@@H](C)N ((R)-(+)-1-(naphthalen-1-yl)ethylamine). Solvent: CN(C=O)C (N,N-dimethylformamide). Run at time 6 hour. Product: COC(C1=C(C=C(C=C1)C(=O)N[C@H](C)C1=CC=CC2=CC=CC=C12)Cl)=O ((R)-2-chloro-4-[[1-(naphthalen-1-yl)ethylamino]carbonyl]benzoic acid methyl ester). Yield: 116.2%. As a reaction SMILES: ON1C2C=CC=CC=2N=N1.[Cl:11][C:12]1[CH:13]=[C:14]([CH:18]=[CH:19][C:20]=1[C:21]([O:23][CH3:24])=[O:22])[C:15]([OH:17])=O.[C:25]1([C@H:35]([NH2:37])[CH3:36])[C:34]2[C:29](=[CH:30][CH:31]=[CH:32][CH:33]=2)[CH:28]=[CH:27][CH:26]=1>CN(C)C=O>[CH3:24][O:23][C:21](=[O:22])[C:20]1[CH:19]=[CH:18][C:14]([C:15]([NH:37][C@@H:35]([C:25]2[C:34]3[C:29](=[CH:30][CH:31]=[CH:32][CH:33]=3)[CH:28]=[CH:27][CH:26]=2)[CH3:36])=[O:17])=[CH:13][C:12]=1[Cl:11]. Procedure: N,N-dicyclohexylcarbodiimide (5.12 g, 24.84 mmol) and 1-hydroxybenzotriazole (3.08 g, 24.84 mol) were added to a solution of 3-chloro-4-(methoxycarbonyl)benzoic acid (Example 72; 5.0 g, 23.7 mmol) and (R)-(+)-1-(naphthalen-1-yl)ethylamine (3.45 g, 20.7 mmol) in N,N-dimethylformamide (10 mL). The solution was stirred for 6 h at room temperature, then after the volatiles were removed in vacuo, the residual material was partitioned between ethyl acetate and water. The separated aqueous phase was ex... Run at temperature 50 celsius. RXN SMILES: [CH2:1]([N:8]([CH2:16][CH2:17][NH:18]C(C1C=CC=CC=1)(C1C=CC=CC=1)C1C=CC=CC=1)[CH2:9]/[CH:10]=[CH:11]/[C:12]([O:14][CH3:15])=[O:13])[C:2]1[CH:7]=[CH:6][CH:5]=[CH:4][CH:3]=1.Cl.O1CCOCC1>CO>[CH2:1]([N:8]1[CH2:16][CH2:17][NH:18][CH:10]([CH2:11][C:12]([O:14][CH3:15])=[O:13])[CH2:9]1)[C:2]1[CH:7]=[CH:6][CH:5]=[CH:4][CH:3]=1. Reported procedure: To a solution of Example 12B (160 g, 326 mmol) in methanol (652 mL) was added 4 M HCl in dioxane (408 mL, 1630 mmol) and the mixture was heated at 50° C. for 3 hours. The solvent was then evaporated and water was added. A solid precipitates. The water layer was decanted and washed once with ethyl acetate. The solid was dissolved in ethyl acetate and extracted with water once. The water layers were combined and treated with 1 N NaOH (1 L) until pH=10. The free amine was extracted twice with dichl... Yields the product C(C1=CC=CC=C1)N1CC(NCC1)CC(=O)OC (methyl 2-(4-benzylpiperazin-2-yl)acetate). Starting materials: C(C1=CC=CC=C1)N(C/C=C/C(=O)OC)CCNC(C1=CC=CC=C1)(C1=CC=CC=C1)C1=CC=CC=C1 ((E)-methyl 4-(benzyl(2-(tritylamino)ethyl)amino)but-2-enoate), Cl (HCl), O1CCOCC1 (dioxane). Run in CO (methanol). The reactants are CC(=O)OC(C)(C)C, [Li]CCCC, C[Si](C)(C)[N-][Si](C)(C)C, Cc1ccccc1, CN(C)c1ccccc1-c1ccccc1P(C1CCCCC1)C1CCCCC1, Cc1ccc2ccc(Cl)c(OS(=O)(=O)C(F)(F)F)c2n1, O=C(C=Cc1ccccc1)C=Cc1ccccc1, O=C(C=Cc1ccccc1)C=Cc1ccccc1, O=C(C=Cc1ccccc1)C=Cc1ccccc1, [Pd], [Pd]. Product: Cc1ccc2ccc(Cl)c(CC(=O)OC(C)(C)C)c2n1. As a reaction SMILES: [C:43]([CH3:44])([CH3:45])([CH3:46])[O:47][C:48]([CH3:49])=[O:50].[CH2:1]([Li:2])[CH2:3][CH2:4][CH3:5].[CH3:6][Si:7]([CH3:8])([CH3:9])[N-:10][Si:11]([CH3:12])([CH3:13])[CH3:14].[CH3:71][c:72]1[cH:73][cH:74][cH:75][cH:76][cH:77]1.[CH:15]1([P:16]([CH:17]2[CH2:18][CH2:19][CH2:20][CH2:21][CH2:22]2)[c:23]2[cH:24][cH:25][cH:26][cH:27][c:28]2-[c:29]2[cH:30][cH:31][cH:32][cH:33][c:34]2[N:35]([CH3:36])[CH3:37])[CH2:38][CH2:39][CH2:40][CH2:41][CH2:42]1.[Cl:51][c:52]1[cH:53][cH:54][c:55]2[cH:56][cH:57][c:58]([CH3:70])[n:59][c:60]2[c:61]1[O:62][S:63]([C:64]([F:65])([F:66])[F:67])(=[O:68])=[O:69].[O:116]=[C:117]([CH:118]=[CH:119][c:120]1[cH:121][cH:122][cH:123][cH:124][cH:125]1)[CH:126]=[CH:127][c:128]1[cH:129][cH:130][cH:131][cH:132][cH:133]1.[O:80]=[C:81]([CH:82]=[CH:83][c:84]1[cH:85][cH:86][cH:87][cH:88][cH:89]1)[CH:90]=[CH:91][c:92]1[cH:93][cH:94][cH:95][cH:96][cH:97]1.[O:98]=[C:99]([CH:100]=[CH:101][c:102]1[cH:103][cH:104][cH:105][cH:106][cH:107]1)[CH:108]=[CH:109][c:110]1[cH:111][cH:112][cH:113][cH:114][cH:115]1.[Pd:78].[Pd:79]>>[C:43]([CH3:44])([CH3:45])([CH3:46])[O:47][C:48]([CH2:49][c:61]1[c:52]([Cl:51])[cH:53][cH:54][c:55]2[cH:56][cH:57][c:58]([CH3:70])[n:59][c:60]21)=[O:50]. Starting materials: CC(=O)N1CCN(c2ccc(N3CCC4CN(C)CC43)cc2)CC1, CO, Cl. As a reaction SMILES: [CH3:1][N:2]1[CH2:3][CH:4]2[N:5]([c:10]3[cH:11][cH:12][c:13]([N:16]4[CH2:17][CH2:18][N:19]([C:22](=[O:23])[CH3:24])[CH2:20][CH2:21]4)[cH:14][cH:15]3)[CH2:6][CH2:7][CH:8]2[CH2:9]1.[CH3:25][OH:26].[ClH:27]>>[CH3:1][N:2]1[CH2:3][CH:4]2[N:5]([c:10]3[cH:11][cH:12][c:13]([N:16]4[CH2:17][CH2:18][NH:19][CH2:20][CH2:21]4)[cH:14][cH:15]3)[CH2:6][CH2:7][CH:8]2[CH2:9]1. Product: CN1CC2CCN(c3ccc(N4CCNCC4)cc3)C2C1.